Dataset: the Open Reaction Database (ORD), a public repository of structured organic reaction records. Task: describe an organic reaction: reactants, conditions, products, and yield Reactants: O (water), FC1=C(C(=CC=C1)F)C=1OCC(N1)C1=CC=C(C=C1)O (4-[(2,6-Difluorophenyl)-4,5-dihydro-4-oxazolyl]phenol), BrCC1=CC2=CC=CC=C2C=C1 (2-bromomethyl naphthalene), C([O-])([O-])=O.[K+].[K+] (potassium carbonate). Solvent: CN(C=O)C (dimethylformamide). Product: FC1=C(C(=CC=C1)F)C=1OCC(N1)C1=CC=C(C=C1)OCC1=CC2=CC=CC=C2C=C1 (2-(2,6-Difluorophenyl)-4,5-dihydro-4-[4-(2-naphthalenylmethoxy)-phenyl]oxazole). Isolated yield 50.0%. RXN SMILES: [F:1][C:2]1[CH:7]=[CH:6][CH:5]=[C:4]([F:8])[C:3]=1[C:9]1[O:10][CH2:11][CH:12]([C:14]2[CH:19]=[CH:18][C:17]([OH:20])=[CH:16][CH:15]=2)[N:13]=1.Br[CH2:22][C:23]1[CH:32]=[CH:31][C:30]2[C:25](=[CH:26][CH:27]=[CH:28][CH:29]=2)[CH:24]=1.C(=O)([O-])[O-].[K+].[K+].O>CN(C)C=O>[F:8][C:4]1[CH:5]=[CH:6][CH:7]=[C:2]([F:1])[C:3]=1[C:9]1[O:10][CH2:11][CH:12]([C:14]2[CH:19]=[CH:18][C:17]([O:20][CH2:22][C:23]3[CH:32]=[CH:31][C:30]4[C:25](=[CH:26][CH:27]=[CH:28][CH:29]=4)[CH:24]=3)=[CH:16][CH:15]=2)[N:13]=1 |f:2.3.4|. Procedure details: The compound of Example 6 (0.36 g, 1.3 mmol) and 2-bromomethyl naphthalene (0.4 g, 1.7 mmol) were stirred at 23° C. for 18 h with potassium carbonate (0.6 g, 4 mmol) in dimethylformamide (10 mL). The mixture was poured into water (50 mL) and extracted with diethylether (50 mL). The diethylether was washed with water (50 mL) twice, dried over magnesium sulfate, and evaporated under reduced pressure. The residue was subjected to silica gel chromatography using hexanes/ethyl acetate (6:1) as eluent... Starting materials: Cl.COC([C@@H](NC([C@H](NC)CC1=CC=CC=C1)=O)CC1=CNC2=CC=CC=C12)=O (N-methyl-(D)-phenylalanyl-(L)-tryptophan methyl ester hydrochloride), CC1=C(SC=C1)C(=O)O (3-methyl-2-thiophenecarboxylic acid), methyl ester. Yields the product CC1=C(SC=C1)C(=O)N([C@H](CC1=CC=CC=C1)C(=O)N[C@@H](CC1=CNC2=CC=CC=C12)C(=O)O)C (N-(3-methyl-2-thiophenecarbonyl)-N-methyl-(D)-phenylalanyl-(L)-tryptophan). Reaction SMILES: Cl.C[O:3][C:4](=[O:29])[C@H:5]([CH2:19][C:20]1[C:28]2[C:23](=[CH:24][CH:25]=[CH:26][CH:27]=2)[NH:22][CH:21]=1)[NH:6][C:7](=[O:18])[C@@H:8]([CH2:11][C:12]1[CH:17]=[CH:16][CH:15]=[CH:14][CH:13]=1)[NH:9][CH3:10].[CH3:30][C:31]1[CH:35]=[CH:34][S:33][C:32]=1[C:36](O)=[O:37]>>[CH3:30][C:31]1[CH:35]=[CH:34][S:33][C:32]=1[C:36]([N:9]([CH3:10])[C@@H:8]([C:7]([NH:6][C@H:5]([C:4]([OH:3])=[O:29])[CH2:19][C:20]1[C:28]2[C:23](=[CH:24][CH:25]=[CH:26][CH:27]=2)[NH:22][CH:21]=1)=[O:18])[CH2:11][C:12]1[CH:17]=[CH:16][CH:15]=[CH:14][CH:13]=1)=[O:37] |f:0.1|. Reported procedure: Coupling of N-methyl-(D)-phenylalanyl-(L)-tryptophan methyl ester hydrochloride (see example 1) with 3-methyl-2-thiophenecarboxylic acid according to example 12 followed by hydrolysis of the methyl ester moiety according to example 1 gives N-(3-methyl-2-thiophenecarbonyl)-N-methyl-(D)-phenylalanyl-(L)-tryptophan; FAB-MS m/e 488 (M-H)-. Reactants: CC(C)=O, O=C(OO)c1cccc(Cl)c1, O, c1ccc2c(c1)Oc1ccc(-c3nnn[nH]3)cc1S2. Product: O=S1c2ccccc2Oc2ccc(-c3nnn[nH]3)cc21. RXN SMILES: [CH3:31][C:32](=[O:33])[CH3:34].[Cl:20][c:21]1[cH:22][c:23]([C:28](=[O:25])[O:29][OH:30])[cH:24][cH:26][cH:27]1.[OH2:35].[nH:1]1[n:2][n:3][n:4][c:5]1-[c:6]1[cH:7][c:8]2[c:17]([cH:18][cH:19]1)[O:16][c:15]1[c:10]([cH:11][cH:12][cH:13][cH:14]1)[S:9]2>>[nH:1]1[n:2][n:3][n:4][c:5]1-[c:6]1[cH:7][c:8]2[c:17]([cH:18][cH:19]1)[O:16][c:15]1[c:10]([cH:11][cH:12][cH:13][cH:14]1)[S:9]2=[O:25]. Starting materials: CCCCCn1c2nc(Br)n(Cc3ccc(OC)cc3)c2c(=O)n2c(C)nnc12, COCCOC, CSC, [Na]. Product: CCCCCn1c2nc(SC)n(Cc3ccc(OC)cc3)c2c(=O)n2c(C)nnc12. As a reaction SMILES: [Br:1][c:2]1[n:3][c:4]2[n:5]([CH2:25][CH2:26][CH2:27][CH2:28][CH3:29])[c:6]3[n:7]([c:8](=[O:20])[c:9]2[n:10]1[CH2:11][c:12]1[cH:13][cH:14][c:15]([O:18][CH3:19])[cH:16][cH:17]1)[c:21]([CH3:24])[n:22][n:23]3.[CH2:34]([CH2:35][O:36][CH3:37])[O:38][CH3:39].[CH3:30][S:31][CH3:32].[Na:33]>>[c:2]1([S:31][CH3:30])[n:3][c:4]2[n:5]([CH2:25][CH2:26][CH2:27][CH2:28][CH3:29])[c:6]3[n:7]([c:8](=[O:20])[c:9]2[n:10]1[CH2:11][c:12]1[cH:13][cH:14][c:15]([O:18][CH3:19])[cH:16][cH:17]1)[c:21]([CH3:24])[n:22][n:23]3. The reactants are BrC=1C=C(C=NC1)CC(=O)O ((5-bromopyridin-3-yl)acetic acid), C(C)O (ethanol), S(O)(O)(=O)=O (sulfuric acid), C([O-])(O)=O.[Na+] (sodium bicarbonate). Solvent: C(C)(=O)OCC (ethyl acetate). Product: C(C)OC(CC=1C=NC=C(C1)Br)=O ((5-Bromopyridin-3-yl)acetic acid ethyl ester). RXN SMILES: [Br:1][C:2]1[CH:3]=[C:4]([CH2:8][C:9]([OH:11])=[O:10])[CH:5]=[N:6][CH:7]=1.[CH2:12](O)[CH3:13].S(=O)(=O)(O)O.C(=O)(O)[O-].[Na+]>C(OCC)(=O)C>[CH2:12]([O:10][C:9](=[O:11])[CH2:8][C:4]1[CH:5]=[N:6][CH:7]=[C:2]([Br:1])[CH:3]=1)[CH3:13] |f:3.4|. Reported procedure: 1.00 g (4.63 mmol) (5-bromopyridin-3-yl)acetic acid are initially introduced into 20 ml ethanol, 2 ml conc. sulfuric acid are added and the mixture is stirred under reflux overnight. The reaction solution is introduced on to a mixture of 100 ml saturated sodium bicarbonate solution and 100 ml ethyl acetate, while stirring, and the aqueous phase is extracted with ethyl acetate (three times with 50 ml each time). The combined organic phases are dried over sodium sulfate, filtered and concentrated ... Starting materials: [OH-].[Na+] (sodium hydroxide), BrCC(=O)OC(C)(C)C (tert-butyl bromoacetate), BrC1=CC=C(C=C1)N1CCC(CC1)O (1-(4-bromophenyl)piperidin-4-ol). The reagents and catalysts are [Br-].C(CCC)[N+](CCCC)(CCCC)CCCC (Tetrabutylammonium bromide). Run in C1(=CC=CC=C1)C (toluene). Conditions: temperature 0 celsius, time 17 hour. The product is BrC1=CC=C(C=C1)N1CCC(CC1)OCC(=O)OC(C)(C)C (tert-butyl 2-(1-(4-bromophenyl)piperidin-4-yloxy)acetate). The yield is 83.2%. RXN SMILES: [Br:1][C:2]1[CH:7]=[CH:6][C:5]([N:8]2[CH2:13][CH2:12][CH:11]([OH:14])[CH2:10][CH2:9]2)=[CH:4][CH:3]=1.[OH-].[Na+].Br[CH2:18][C:19]([O:21][C:22]([CH3:25])([CH3:24])[CH3:23])=[O:20]>[Br-].C([N+](CCCC)(CCCC)CCCC)CCC.C1(C)C=CC=CC=1>[Br:1][C:2]1[CH:7]=[CH:6][C:5]([N:8]2[CH2:9][CH2:10][CH:11]([O:14][CH2:18][C:19]([O:21][C:22]([CH3:25])([CH3:24])[CH3:23])=[O:20])[CH2:12][CH2:13]2)=[CH:4][CH:3]=1 |f:1.2,4.5|. Procedure: Tetrabutylammonium bromide (1.06 g, 3.3 mmol) is added to a solution of 1-(4-bromophenyl)piperidin-4-ol (2.56 g, 10 mmol) in toluene (30 mL). The reaction mixture was cooled to 0° C. and aq. 35% sodium hydroxide (30 mL) was added followed by a drop-wise addition of tert-butyl bromoacetate (2.92 g, 15 mmol). The mixture was then allowed to reach room temperature and was stirred for 17 hours at this temperature. The layers were separated and the organic layer was washed twice with water (4 mL), dr...